From a dataset of the Open Reaction Database (ORD), a public repository of structured organic reaction records. describe an organic reaction: reactants, conditions, products, and yield As a reaction SMILES: [CH3:1][NH:2]/[C:3](/[C:10]1[CH:15]=[CH:14][CH:13]=[CH:12][CH:11]=1)=[CH:4]\[C:5]([O:7][CH2:8][CH3:9])=[O:6].[Br:16][C:17]1[CH:23]=[CH:22]C(N)=[CH:19][C:18]=1[O:24][CH3:25].CC1C=CC(S([O-])(=O)=O)=CC=1.C1C=C[NH+]=CC=1>C(Cl)Cl>[Br:16][C:17]1[CH:23]=[CH:22][C:1]([NH:2]/[C:3](/[C:10]2[CH:11]=[CH:12][CH:13]=[CH:14][CH:15]=2)=[CH:4]\[C:5]([O:7][CH2:8][CH3:9])=[O:6])=[CH:19][C:18]=1[O:24][CH3:25] |f:2.3|. Product: BrC1=C(C=C(C=C1)N\C(=C/C(=O)OCC)\C1=CC=CC=C1)OC (ethyl (2Z)-3-[(4-bromo-3-methoxyphenyl)amino]-3-phenylacrylate). Procedure details: To a solution of ethyl (2Z)-3-(methylamino)-3-phenylacrylate (4.47 g, 21.77 mmol) in DCM (100 mL) was added 4-bromo-3-methoxyaniline (4 g, 19.80 mmol) and PPTS (5.47 g, 21.77 mmol). The mixture was then heated to reflux for 24 h. At this time crude 1H NMR revealed nearly complete consumption of the aniline. The reaction was then cooled to RT, filtered, and the solvent was removed in vacuo. The crude product was purified on silica (75% DCM/hexanes) to yield ethyl (2Z)-3-[(4-bromo-3-methoxyphenyl)... Isolated yield 87.3%. Reactants: CN\C(=C/C(=O)OCC)\C1=CC=CC=C1 (ethyl (2Z)-3-(methylamino)-3-phenylacrylate), BrC1=C(C=C(N)C=C1)OC (4-bromo-3-methoxyaniline), CC1=CC=C(C=C1)S(=O)(=O)[O-].C1=CC=[NH+]C=C1 (PPTS). Run in C(Cl)Cl (DCM). Starting materials: CCN(C(C)C)C(C)C, CN(C)CCCN, CN(C)C=O, COc1cc(C(=O)O)ccc1Nc1ncc2c(n1)N(CCc1ccccc1)CC(F)(F)C(=O)N2C, O. Reaction SMILES: [CH2:36]([N:37]([CH:38]([CH3:39])[CH3:40])[CH:41]([CH3:42])[CH3:43])[CH3:44].[CH3:45][N:46]([CH2:47][CH2:48][CH2:49][NH2:50])[CH3:51].[CH3:52][N:53]([CH3:54])[CH:55]=[O:56].[F:1][C:2]1([F:35])[C:3](=[O:34])[N:4]([CH3:33])[c:5]2[c:6]([n:17][c:18]([NH:21][c:22]3[c:23]([O:31][CH3:32])[cH:24][c:25]([C:26](=[O:27])[OH:28])[cH:29][cH:30]3)[n:19][cH:20]2)[N:7]([CH2:9][CH2:10][c:11]2[cH:12][cH:13][cH:14][cH:15][cH:16]2)[CH2:8]1.[OH2:57]>>[F:1][C:2]1([F:35])[C:3](=[O:34])[N:4]([CH3:33])[c:5]2[c:6]([n:17][c:18]([NH:21][c:22]3[c:23]([O:31][CH3:32])[cH:24][c:25]([C:26](=[O:27])[NH:50][CH2:49][CH2:48][CH2:47][N:46]([CH3:45])[CH3:51])[cH:29][cH:30]3)[n:19][cH:20]2)[N:7]([CH2:9][CH2:10][c:11]2[cH:12][cH:13][cH:14][cH:15][cH:16]2)[CH2:8]1. The product is COc1cc(C(=O)NCCCN(C)C)ccc1Nc1ncc2c(n1)N(CCc1ccccc1)CC(F)(F)C(=O)N2C.